From a dataset of the Open Reaction Database (ORD), a public repository of structured organic reaction records. describe an organic reaction: reactants, conditions, products, and yield Starting materials: ClC1=NC=CC(=N1)C1=C(N=C(S1)C(C)(C)C)C=1C(=C(C=CC1F)NS(=O)(=O)C1=C(C=CC=C1F)F)F (N-{3-[5-(2-chloro-4-pyrimidinyl)-2-(1,1-dimethylethyl)-1,3-thiazol-4-yl]-2,4-difluorophenyl}-2,6-difluorobenzenesulfonamide), [NH4+].[OH-] (NH4OH). The product is NC1=NC=CC(=N1)C1=C(N=C(S1)C(C)(C)C)C=1C(=C(C=CC1F)NS(=O)(=O)C1=C(C=CC=C1F)F)F (N-{3-[5-(2-Amino-4-pyrimidinyl)-2-(1,1-dimethylethyl)-1,3-thiazol-4-yl]-2,4-difluorophenyl}-2,6-difluorobenzenesulfonamide). As a reaction SMILES: Cl[C:2]1[N:7]=[C:6]([C:8]2[S:12][C:11]([C:13]([CH3:16])([CH3:15])[CH3:14])=[N:10][C:9]=2[C:17]2[C:18]([F:36])=[C:19]([NH:24][S:25]([C:28]3[C:33]([F:34])=[CH:32][CH:31]=[CH:30][C:29]=3[F:35])(=[O:27])=[O:26])[CH:20]=[CH:21][C:22]=2[F:23])[CH:5]=[CH:4][N:3]=1.[NH4+:37].[OH-]>>[NH2:37][C:2]1[N:7]=[C:6]([C:8]2[S:12][C:11]([C:13]([CH3:16])([CH3:15])[CH3:14])=[N:10][C:9]=2[C:17]2[C:18]([F:36])=[C:19]([NH:24][S:25]([C:28]3[C:33]([F:34])=[CH:32][CH:31]=[CH:30][C:29]=3[F:35])(=[O:27])=[O:26])[CH:20]=[CH:21][C:22]=2[F:23])[CH:5]=[CH:4][N:3]=1 |f:1.2|. Procedure details: Following a procedure analogous to the procedure described in Example 21 using N-{3-[5-(2-chloro-4-pyrimidinyl)-2-(1,1-dimethylethyl)-1,3-thiazol-4-yl]-2,4-difluorophenyl}-2,6-difluorobenzenesulfonamide (150 mg, 0.269 mmol) and NH4OH (2.5 mL, 17.97 mmol) heated in the microwave at 130° C. for 15 min the title compound was obtained as a light yellow solid (135 mg, 89% yield). 1H NMR (400 MHz, DMSO-d6) δ ppm 10.86 (s, 1H), 8.05 (d, J=5.1 Hz, 1H), 7.62-7.73 (m, 1H), 7.44-7.59 (m, 1H), 7.17-7.34 (m,... Run in C(C)#N (acetonitrile). Procedure: To a solution of piperazine-1-carboxylic acid tent-butyl ester (0.750 g, 4.03 mmol) in dry acetonitrile (20 mL) grounded potassium carbonate (0.486 mL, 8.05 mmol) was added followed by the product mixture from Example 38a (1.134 g) and the reaction was heated at 70° C. under argon over night. The acetonitrile was evaporated and DCM and water was added. The layers were separated and the aq phase was extracted with DCM (3×). The combined organic phases were dried (Na2SO4), filtered and evaporated.... The yield is 55.0%. Run at temperature 70 celsius. The product is C(C)(=O)N1CCC2=CC(=CC=C12)CCN1CCN(CC1)C(=O)OC(C)(C)C (tert-Butyl 4-(2-(1-acetylindolin-5-yl)ethyl)piperazine-1-carboxylate). Reactants: N1(CCNCC1)C(=O)O (piperazine-1-carboxylic acid), C(C)(=O)N1CCC2=CC(=CC=C12)C(CBr)=O (1-actyl-5-(bromoacetyl)indoline), butyl ester, C([O-])([O-])=O.[K+].[K+] (potassium carbonate). As a reaction SMILES: [N:1]1([C:7]([OH:9])=[O:8])[CH2:6][CH2:5][NH:4][CH2:3][CH2:2]1.C(=O)([O-])[O-].[K+].[K+].[C:16]([N:19]1[C:27]2[C:22](=[CH:23][C:24]([C:28](=O)[CH2:29]Br)=[CH:25][CH:26]=2)[CH2:21][CH2:20]1)(=[O:18])[CH3:17]>C(#N)C>[C:16]([N:19]1[C:27]2[C:22](=[CH:23][C:24]([CH2:28][CH2:29][N:4]3[CH2:5][CH2:6][N:1]([C:7]([O:9][C:22]([CH3:27])([CH3:23])[CH3:21])=[O:8])[CH2:2][CH2:3]3)=[CH:25][CH:26]=2)[CH2:21][CH2:20]1)(=[O:18])[CH3:17] |f:1.2.3|. The reactants are CCOC(C)=O, COc1ccc(S(=O)(=O)Cl)c(OC)c1, CCCCCC, CCN(C(C)C)C(C)C, ClCCl, CC(N)c1cc(F)ccc1-c1ccc(F)cc1F. Product: COc1ccc(S(=O)(=O)NC(C)c2cc(F)ccc2-c2ccc(F)cc2F)c(OC)c1. As a reaction SMILES: [C:48]([O:49][CH2:50][CH3:51])(=[O:52])[CH3:53].[CH3:19][O:20][c:21]1[c:22]([S:29](=[O:30])(=[O:31])[Cl:32])[cH:23][cH:24][c:25]([O:27][CH3:28])[cH:26]1.[CH3:42][CH2:43][CH2:44][CH2:45][CH2:46][CH3:47].[CH:33]([N:34]([CH2:35][CH3:36])[CH:37]([CH3:38])[CH3:39])([CH3:40])[CH3:41].[Cl:54][CH2:55][Cl:56].[F:1][c:2]1[c:3](-[c:9]2[c:10]([CH:16]([CH3:17])[NH2:18])[cH:11][c:12]([F:15])[cH:13][cH:14]2)[cH:4][cH:5][c:6]([F:8])[cH:7]1>>[F:1][c:2]1[c:3](-[c:9]2[c:10]([CH:16]([CH3:17])[NH:18][S:29]([c:22]3[c:21]([O:20][CH3:19])[cH:26][c:25]([O:27][CH3:28])[cH:24][cH:23]3)(=[O:30])=[O:31])[cH:11][c:12]([F:15])[cH:13][cH:14]2)[cH:4][cH:5][c:6]([F:8])[cH:7]1. Starting materials: CN(/C=C/C(=O)C1=NN(C=CC1=O)C1=CC=CC=C1)C (3-((E)-3-Dimethylamino-acryloyl)-1-phenyl-1H-pyridazin-4-one), N(N)C1=CC=NC=C1 (4-hydrazinopyridine). The product is C1(=CC=CC=C1)N1N=C(C(C=C1)=O)C=1N(N=CC1)C1=CC=NC=C1 (1-Phenyl-3-(2-pyridin-4-yl-2H-pyrazol-3-yl)-1H-pyridazin-4-one). The yield is 11.0%. As a reaction SMILES: C[N:2](C)/[CH:3]=[CH:4]/[C:5]([C:7]1[C:12](=[O:13])[CH:11]=[CH:10][N:9]([C:14]2[CH:19]=[CH:18][CH:17]=[CH:16][CH:15]=2)[N:8]=1)=O.[NH:21]([C:23]1[CH:28]=[CH:27][N:26]=[CH:25][CH:24]=1)N>>[C:14]1([N:9]2[CH:10]=[CH:11][C:12](=[O:13])[C:7]([C:5]3[N:21]([C:23]4[CH:28]=[CH:27][N:26]=[CH:25][CH:24]=4)[N:2]=[CH:3][CH:4]=3)=[N:8]2)[CH:19]=[CH:18][CH:17]=[CH:16][CH:15]=1. Reported procedure: The product was obtained starting from 3-((E)-3-Dimethylamino-acryloyl)-1-phenyl-1H-pyridazin-4-one (A-1) and 4-hydrazinopyridine according to the method described for Example 1 in 11% yield. MS: M=316.1 (M+H)+ Starting materials: CC(C)(C)[Si](OC1=CC(=CC2=C1C(C(C(O2)(C)C)CCC(=O)O)C)CCCCC)(C2=CC=CC=C2)C2=CC=CC=C2 (5-[[(1,1-Dimethylethyl)-diphenylsilyl]oxy]-3,4-dihydro-2,2,4-trimethyl-7-pentyl-2H-1-benzopyran-3-propanoic acid), solution, [F-].C(CCC)[N+](CCCC)(CCCC)CCCC (tetrabutylammonium fluoride). Solvent: C1CCOC1 (THF), C1CCOC1 (THF). Conditions: time 1 hour. Yields the product OC1=CC(=CC2=C1C(C(C(O2)(C)C)CCC(=O)O)C)CCCCC (3,4-Dihydro-5-hydroxy-2,2,4-trimethyl-7-pentyl-2H-1-benzopyran-3-propanoic acid). Isolated yield 67.5%. As a reaction SMILES: CC([Si](C1C=CC=CC=1)(C1C=CC=CC=1)[O:6][C:7]1[C:12]2[CH:13]([CH3:24])[CH:14]([CH2:19][CH2:20][C:21]([OH:23])=[O:22])[C:15]([CH3:18])([CH3:17])[O:16][C:11]=2[CH:10]=[C:9]([CH2:25][CH2:26][CH2:27][CH2:28][CH3:29])[CH:8]=1)(C)C.[F-].C([N+](CCCC)(CCCC)CCCC)CCC>C1COCC1>[OH:6][C:7]1[C:12]2[CH:13]([CH3:24])[CH:14]([CH2:19][CH2:20][C:21]([OH:23])=[O:22])[C:15]([CH3:18])([CH3:17])[O:16][C:11]=2[CH:10]=[C:9]([CH2:25][CH2:26][CH2:27][CH2:28][CH3:29])[CH:8]=1 |f:1.2|. Procedure details: A solution of 1.0 g (1.75 mmol) of 5-[[(1,1-Dimethylethyl)-diphenylsilyl]oxy]-3,4-dihydro-2,2,4-trimethyl-7-pentyl-2H-1-benzopyran-3-propanoic acid in anhy. THF under argon was treated with 2.09 mL (2.09 mmol) of a 1M solution of tetrabutylammonium fluoride in THF (Aldrich). After stirring at RT for 1 hr the reaction was evaporated under reduced pressure and the residue subjected to column chromatography on flash-grade silica gel, eluting with 5% MeOH-CHCl3. The fractions containing product were... Product: COC=1C=CC(=C(C(=O)O)C1)OCC1=CC=CC=C1 (5-(Methyloxy)-2-[(phenylmethyl)oxy]benzoic acid). Solvent: C(C)(=O)OCC (ethyl acetate), O (H2O). Procedure: LiOH.H2O (181 mg, 4.31 mmol) was added to a stirred solution of phenylmethyl 5-(methyloxy)-2-[(phenylmethyl)oxy]benzoate (may be prepared as described in Description 6; 500 mg, 1.44 mmol) in a 3:1 mixture of THF:H2O (40 ml). The mixture was refluxed for 12 h and then diluted with ethyl acetate (50 ml). 10% aqueous HCl was added to the mixture to adjust the pH to 2. The organic phase was isolated, washed with brine, dried over MgSO4, and concentrated to yield the title compound as a yellow solid.... The reactants are O[Li].O (LiOH.H2O), COC=1C=CC(=C(C(=O)OCC2=CC=CC=C2)C1)OCC1=CC=CC=C1 (phenylmethyl 5-(methyloxy)-2-[(phenylmethyl)oxy]benzoate), C1CCOC1 (THF), Cl (HCl). Reaction SMILES: O[Li].O.[CH3:4][O:5][C:6]1[CH:7]=[CH:8][C:9]([O:22][CH2:23][C:24]2[CH:29]=[CH:28][CH:27]=[CH:26][CH:25]=2)=[C:10]([CH:21]=1)[C:11]([O:13]CC1C=CC=CC=1)=[O:12].C1COCC1.Cl>C(OCC)(=O)C.O>[CH3:4][O:5][C:6]1[CH:7]=[CH:8][C:9]([O:22][CH2:23][C:24]2[CH:29]=[CH:28][CH:27]=[CH:26][CH:25]=2)=[C:10]([CH:21]=1)[C:11]([OH:13])=[O:12] |f:0.1|.